From a dataset of the Open Reaction Database (ORD), a public repository of structured organic reaction records. describe an organic reaction: reactants, conditions, products, and yield Reaction SMILES: [Br:21][CH2:22][c:23]1[cH:24][cH:25][c:26]([C:27](=[O:28])[O:29][CH3:30])[cH:31][cH:32]1.[CH3:33][N:34]([CH3:35])[CH:36]=[O:37].[H-:1].[Na+:2].[O:3]=[C:4]1[NH:5][CH2:6][C:7]2([CH2:8]1)[CH2:9][CH2:10][N:11]([C:14](=[O:15])[O:16][C:17]([CH3:18])([CH3:19])[CH3:20])[CH2:12][CH2:13]2>>[O:3]=[C:4]1[N:5]([CH2:22][c:23]2[cH:24][cH:25][c:26]([C:27](=[O:28])[O:29][CH3:30])[cH:31][cH:32]2)[CH2:6][C:7]2([CH2:8]1)[CH2:9][CH2:10][N:11]([C:14](=[O:15])[O:16][C:17]([CH3:18])([CH3:19])[CH3:20])[CH2:12][CH2:13]2. The reactants are COC(=O)c1ccc(CBr)cc1, CN(C)C=O, [H-], [Na+], CC(C)(C)OC(=O)N1CCC2(CC1)CNC(=O)C2. Product: COC(=O)c1ccc(CN2CC3(CCN(C(=O)OC(C)(C)C)CC3)CC2=O)cc1.